Task: describe an organic reaction: reactants, conditions, products, and yield. Dataset: the Open Reaction Database (ORD), a public repository of structured organic reaction records The reactants are Cl, NC1C2CC3CC1CN(C3)C2, O=C(O)c1cc2ccccc2cn1. Yields the product Cl, O=C(NC1C2CC3CC1CN(C3)C2)c1cc2ccccc2cn1. As a reaction SMILES: [ClH:1].[N:2]12[CH2:3][CH:4]3[CH:5]([NH2:12])[CH:6]([CH2:7][CH:8]([CH2:9]1)[CH2:10]3)[CH2:11]2.[cH:13]1[n:14][c:15]([C:23](=[O:24])[OH:25])[cH:16][c:17]2[cH:18][cH:19][cH:20][cH:21][c:22]12>>[ClH:1].[N:2]12[CH2:3][CH:4]3[CH:5]([NH:12][C:23]([c:15]4[n:14][cH:13][c:22]5[c:17]([cH:16]4)[cH:18][cH:19][cH:20][cH:21]5)=[O:24])[CH:6]([CH2:7][CH:8]([CH2:9]1)[CH2:10]3)[CH2:11]2. Starting materials: CC(=O)OC(C)=O, CCC(=O)OC1(C(=O)CO)CCC2C3CC(C)C4=CC(=O)C=CC4(C)C3C(O)CC21C, c1ccncc1. The product is CCC(=O)OC1(C(=O)COC(C)=O)CCC2C3CC(C)C4=CC(=O)C=CC4(C)C3C(O)CC21C. Reaction SMILES: [CH3:32][C:33](=[O:34])[O:35][C:36](=[O:37])[CH3:38].[OH:1][CH:2]1[CH:3]2[C:4]3([CH3:31])[CH:5]=[CH:6][C:7](=[O:30])[CH:8]=[C:9]3[CH:10]([CH3:29])[CH2:11][CH:12]2[CH:13]2[CH2:14][CH2:15][C:16]([C:17]([CH2:18][OH:19])=[O:20])([O:24][C:25]([CH2:26][CH3:27])=[O:28])[C:21]2([CH3:23])[CH2:22]1.[cH:39]1[cH:40][cH:41][n:42][cH:43][cH:44]1>>[OH:1][CH:2]1[CH:3]2[C:4]3([CH3:31])[CH:5]=[CH:6][C:7](=[O:30])[CH:8]=[C:9]3[CH:10]([CH3:29])[CH2:11][CH:12]2[CH:13]2[CH2:14][CH2:15][C:16]([C:17]([CH2:18][O:19][C:33]([CH3:32])=[O:34])=[O:20])([O:24][C:25]([CH2:26][CH3:27])=[O:28])[C:21]2([CH3:23])[CH2:22]1. The reactants are Cl.C(C)N1N=C(C2=CC=CC=C12)CN (1-(1-ethyl-1H-indazol-3-yl)methanamine HCl salt), C(=O)([O-])[O-].[K+].[K+] (K2CO3), FC1=C(C=C(OCC2=NC3=CC=CC=C3C=C2)C=C1)[N+](=O)[O-] (2-((4-fluoro-3-nitrophenoxy)methyl)quinoline). The solvent is C(C)#N (acetonitrile). Conditions: temperature 80 celsius. Yields the product C(C)N1N=C(C2=CC=CC=C12)CNC1=C(C=C(C=C1)OCC1=NC2=CC=CC=C2C=C1)[N+](=O)[O-] (N-((1-ethyl-1H-indazol-3-yl)methyl)-2-nitro-4-(quinolin-2-ylmethoxy)aniline). RXN SMILES: F[C:2]1[CH:19]=[CH:18][C:5]([O:6][CH2:7][C:8]2[CH:17]=[CH:16][C:15]3[C:10](=[CH:11][CH:12]=[CH:13][CH:14]=3)[N:9]=2)=[CH:4][C:3]=1[N+:20]([O-:22])=[O:21].Cl.[CH2:24]([N:26]1[C:34]2[C:29](=[CH:30][CH:31]=[CH:32][CH:33]=2)[C:28]([CH2:35][NH2:36])=[N:27]1)[CH3:25].C([O-])([O-])=O.[K+].[K+]>C(#N)C>[CH2:24]([N:26]1[C:34]2[C:29](=[CH:30][CH:31]=[CH:32][CH:33]=2)[C:28]([CH2:35][NH:36][C:2]2[CH:19]=[CH:18][C:5]([O:6][CH2:7][C:8]3[CH:17]=[CH:16][C:15]4[C:10](=[CH:11][CH:12]=[CH:13][CH:14]=4)[N:9]=3)=[CH:4][C:3]=2[N+:20]([O-:22])=[O:21])=[N:27]1)[CH3:25] |f:1.2,3.4.5|. Procedure details: To a 10 mL round-bottomed flask were added 2-((4-fluoro-3-nitrophenoxy)methyl)quinoline (50 mg, 0.17 mmol) and acetonitrile (0.84 mL). To the resulting mixture were added 1-(1-ethyl-1H-indazol-3-yl)methanamine HCl salt (37.4 mg, 0.17 mmol) and K2CO3 (81 mg, 0.59 mmol). The resulting mixture was heated to 80° C. for 3 days. The mixture was cooled to RT and concentrated to dryness. The residue was purified by FCC to give the title compound. MS (ESI): mass calcd. for C26H23N5O3, 453.18; m/z found, ... The reactants are FC=1C=C(C=CC1OC1=C2C(=NC=C1)C=C(S2)C#CCN2CCN(CC2)C)N (3-fluoro-4-(2-(3-(4-methylpiperazin-1-yl)prop-1-ynyl)thieno[3,2-b]pyridin-7-yloxy)benzenamine), FC1=CC=C(C=C1)N1C(C(=CC=C1)C(=O)O)=O (1-(4-fluorophenyl)-2-oxo-1,2-dihydropyridine-3-carboxylic acid), O=C1OC=CC=C1C(=O)OC (methyl 2-oxo-2H-pyran-3-carboxylate), FC1=CC=C(N)C=C1 (4-fluoroaniline). Yields the product FC=1C=C(C=CC1OC1=C2C(=NC=C1)C=C(S2)C#CCN2CCN(CC2)C)NC(=O)C=2C(N(C=CC2)C2=CC=C(C=C2)F)=O (N-(3-fluoro-4-(2-(3-(4-methylpiperazin-1-yl)prop-1-ynyl)thieno[3,2-b]pyridin-7-yloxy)phenyl)-1-(4-fluorophenyl)-2-oxo-1,2-dihydropyridine-3-carboxamide). Isolated yield 19.0%. Reaction SMILES: [F:1][C:2]1[CH:3]=[C:4]([NH2:28])[CH:5]=[CH:6][C:7]=1[O:8][C:9]1[CH:14]=[CH:13][N:12]=[C:11]2[CH:15]=[C:16]([C:18]#[C:19][CH2:20][N:21]3[CH2:26][CH2:25][N:24]([CH3:27])[CH2:23][CH2:22]3)[S:17][C:10]=12.[F:29][C:30]1[CH:35]=[CH:34][C:33]([N:36]2[CH:41]=[CH:40][CH:39]=[C:38]([C:42](O)=[O:43])[C:37]2=[O:45])=[CH:32][CH:31]=1.O=C1C(C(OC)=O)=CC=CO1.FC1C=CC(N)=CC=1>>[F:1][C:2]1[CH:3]=[C:4]([NH:28][C:42]([C:38]2[C:37](=[O:45])[N:36]([C:33]3[CH:32]=[CH:31][C:30]([F:29])=[CH:35][CH:34]=3)[CH:41]=[CH:40][CH:39]=2)=[O:43])[CH:5]=[CH:6][C:7]=1[O:8][C:9]1[CH:14]=[CH:13][N:12]=[C:11]2[CH:15]=[C:16]([C:18]#[C:19][CH2:20][N:21]3[CH2:22][CH2:23][N:24]([CH3:27])[CH2:25][CH2:26]3)[S:17][C:10]=12. Procedure: The title compound was prepared from 3-fluoro-4-(2-(3-(4-methylpiperazin-1-yl)prop-1-ynyl)thieno[3,2-b]pyridin-7-yloxy)aniline (Example 17, Step B) and 1-(4-fluorophenyl)-2-oxo-1,2-dihydropyridine-3-carboxylic acid (prepared from methyl 2-oxo-2H-pyran-3-carboxylate with 4-fluoroaniline and followed by hydrolysis using the methods described in US 2005/0239820) according to the procedure for Example 89. The crude was purified by silica gel flash column chromatography (5% MeOH in CH2Cl2) to afford ... The reactants are [H-].[Na+] (NaH), Cl (HCl), CC1(OC2=C(O1)C=CC=C2)CCO (2-methyl-2-(β-hydroxyethyl)-1,3-benzodioxole), O1CCN(CC1)CCCl (morpholino-ethyl chloride). Run in O (water), C1=CC=CC=C1 (benzene). Yields the product CC1(OC2=C(O1)C=CC=C2)CCOCCN2CCOCC2 (2-methyl-2-(β-morpholinoethoxyethyl)-1,3-benzodioxole). RXN SMILES: [H-].[Na+].[CH3:3][C:4]1([CH2:13][CH2:14][OH:15])[O:8][C:7]2[CH:9]=[CH:10][CH:11]=[CH:12][C:6]=2[O:5]1.[O:16]1[CH2:21][CH2:20][N:19]([CH2:22][CH2:23]Cl)[CH2:18][CH2:17]1.Cl>O.C1C=CC=CC=1>[CH3:3][C:4]1([CH2:13][CH2:14][O:15][CH2:23][CH2:22][N:19]2[CH2:20][CH2:21][O:16][CH2:17][CH2:18]2)[O:5][C:6]2[CH:12]=[CH:11][CH:10]=[CH:9][C:7]=2[O:8]1 |f:0.1|. Reported procedure: 3.2 g. of 80% NaH are added a little at a time, with cooling, to 10 g. of 2-methyl-2-(β-hydroxyethyl)-1,3-benzodioxole dissolved in 180 cc. of anhydrous benzene. The mixture is refluxed for one hour and cooled. 15 g. of morpholino-ethyl chloride are added drop by drop, and the mixture is refluxed for three hours. The solvent is eliminated under vacuum, and the residue is dissolved in water, acidified with dilute HCl and extracted with ether. The aqueous phase is made alkaline, and again extracte...